From a dataset of the Open Reaction Database (ORD), a public repository of structured organic reaction records. describe an organic reaction: reactants, conditions, products, and yield Reactants: F[B-](F)(F)F.[K+] (potassium tetrafluoroborate), C(C)(=O)OC(C)=O (acetic anhydride), S(O)(O)(=O)=O (sulfuric acid), C1=CC=CC=2OC3=CC=CC=C3C(C12)=O (xanthene-9-one), C(C)(=O)O.C(C)(=O)O.IC1=CC=CC=C1 (iodobenzene diacetate), ice water. Run in O (water), C1(=CC=CC=C1)C (toluene). Conditions: time 1 hour. The product is F[B-](F)(F)F.C1(=CC=CC=C1)[I+]C1=CC=2C(C3=CC=CC=C3OC2C=C1)=O (2-(phenyliodonio) xanthene-9-one tetrafluoroborate). Yield: 46.9%. Reaction SMILES: C(OC(=O)C)(=O)C.[CH:8]1[C:21]2[C:20](=[O:22])[C:19]3[C:14](=[CH:15][CH:16]=[CH:17][CH:18]=3)[O:13][C:12]=2[CH:11]=[CH:10][CH:9]=1.C(O)(=O)C.C(O)(=O)C.[I:31][C:32]1[CH:37]=[CH:36][CH:35]=[CH:34][CH:33]=1.S(=O)(=O)(O)O.[F:43][B-:44]([F:47])([F:46])[F:45].[K+]>O.C1(C)C=CC=CC=1>[F:43][B-:44]([F:47])([F:46])[F:45].[C:32]1([I+:31][C:9]2[CH:10]=[CH:11][C:12]3[O:13][C:14]4[C:19](=[CH:18][CH:17]=[CH:16][CH:15]=4)[C:20](=[O:22])[C:21]=3[CH:8]=2)[CH:37]=[CH:36][CH:35]=[CH:34][CH:33]=1 |f:2.3.4,6.7,10.11|. Reported procedure: To 80 ml of acetic anhydride were suspended 9.8 g (0.05 mol) of xanthene-9-one and 16.1 g (0.05 mol) of iodobenzene diacetate, and 10 g (0.1 mol) of concentrated sulfuric acid was added dropwise thereto at 0 to 7° C. for 1 hour, followed by gradually warming to room temperature and reacting with stirring for 8 hours. After completion of the reaction, the obtained reaction solution was poured into 200 ml of ice water, and 150 ml of toluene was added thereto to dissolve insoluble substance. The so...